From a dataset of the Open Reaction Database (ORD), a public repository of structured organic reaction records. describe an organic reaction: reactants, conditions, products, and yield Starting materials: CS(=O)(=O)OC=1C=C(C=CC1OC)S(=O)(=O)N1CCC2=CC=CC=C12 (N-(3-methanesulphonyloxy-4-methoxybenzenesulphonyl)-1,2-dihydroindole), [OH-].[Na+] (sodium hydroxide). The product is OC=1C=C(C=CC1OC)S(=O)(=O)N1CCC2=CC=CC=C12 (N-(3-Hydroxy-4-methoxybenzenesulphonyl)-1,2-dihydroindole). Yield: 100.5%. As a reaction SMILES: CS([O:5][C:6]1[CH:7]=[C:8]([S:14]([N:17]2[C:25]3[C:20](=[CH:21][CH:22]=[CH:23][CH:24]=3)[CH2:19][CH2:18]2)(=[O:16])=[O:15])[CH:9]=[CH:10][C:11]=1[O:12][CH3:13])(=O)=O.[OH-].[Na+]>>[OH:5][C:6]1[CH:7]=[C:8]([S:14]([N:17]2[C:25]3[C:20](=[CH:21][CH:22]=[CH:23][CH:24]=3)[CH2:19][CH2:18]2)(=[O:16])=[O:15])[CH:9]=[CH:10][C:11]=1[O:12][CH3:13] |f:1.2|. Procedure details: A solution of N-(3-methanesulphonyloxy-4-methoxybenzenesulphonyl)-1,2-dihydroindole (1 g) and saturated aqueous sodium hydroxide solution (2 ml) was heated at 85°-90° C. for 2 hours. The solvent was removed in vacuo and the residue partitioned between ethyl acetate (5 ml) and water (10 ml). The aqueous phase was acidified with 2N HCl and extracted with ethyl acetate (2×10 ml). The combined organic phases were dried over magnesium sulphate and concentrated in vacuo to yield a clear oil. Purificat... Reactants: Cl (HCl), O (H2O), N-oxide, ClC=1C(=NC=CC1)S(=O)(=O)N (3-chloro-2-pyridinesulfonamide), C(N)(OC1=CC=CC=C1)=O (phenyl carbamate), COC1=NC(=NC(=C1)OC)N (4,6-dimethoxy-2-aminopyrimidine), C1CCC2=NCCCN2CC1 (DBU). The solvent is C(C)#N (acetonitrile). Yields the product ClC1=C([N+](=CC=C1)[O-])S(=O)(=O)NC(=O)NC1=NC(=CC(=N1)OC)OC (3-Chloro-N-[(4,6-dimethoxypyrimidin-2-yl)aminocarbonyl]-2-pyridinesulfonamide-1-oxide). As a reaction SMILES: [Cl:1][C:2]1[C:3]([S:8]([NH2:11])(=[O:10])=[O:9])=[N:4][CH:5]=[CH:6][CH:7]=1.[C:12](=O)([O:14]C1C=CC=CC=1)N.[CH3:22][O:23][C:24]1[CH:29]=[C:28]([O:30][CH3:31])[N:27]=[C:26]([NH2:32])[N:25]=1.C1CCN2C(=NCCC2)CC1.Cl.[OH2:45]>C(#N)C>[Cl:1][C:2]1[CH:7]=[CH:6][CH:5]=[N+:4]([O-:45])[C:3]=1[S:8]([NH:11][C:12]([NH:32][C:26]1[N:27]=[C:28]([O:30][CH3:31])[CH:29]=[C:24]([O:23][CH3:22])[N:25]=1)=[O:14])(=[O:9])=[O:10]. Procedure details: To a stirring solution of the N-oxide of 3-chloro-2-pyridinesulfonamide (85 mg, 0.4 mmol) and the phenyl carbamate of 4,6-dimethoxy-2-aminopyrimidine (114 mg, 0.40 mmol) in acetonitrile was added DBU (62 mg, 0.40 mmol). Addition of H2O followed by 5% HCl caused a precipitate to form which was collected, m.p. 144°-147° C. NMR (200 MHz, d6 -DMSO) δ 3.91 (s, 6H), 5.998 (s, 1H), 7.7 (m, 2H), 8.4 (d, 1H), 10.8 (br s, 1H) and 13.1 (br s, 1H); IR (nujol) 1710 (s) cm-1 ; mass spectrum m/e 390 (M+, calc.... Reactants: C(C1=CC=CC=C1)O (benzyl alcohol), [Na] (sodium), O(CC1OC1)CC1OC1 (2,2'-(oxybismethylene)bisoxirane). Yield: 20.1%. The solvent is O (water). Product: C1(=CC=CC=C1)COCC1COCC(O1)CO (6-[ (Phenylmethoxy)methyl]-1,4-dioxane-2-methanol). As a reaction SMILES: [CH2:1]([OH:8])[C:2]1[CH:7]=[CH:6][CH:5]=[CH:4][CH:3]=1.[Na].[O:10]([CH2:15][CH:16]1[CH2:18][O:17]1)[CH2:11][CH:12]1[CH2:14][O:13]1>O>[C:2]1([CH2:1][O:8][CH2:18][CH:16]2[O:17][CH:12]([CH2:14][OH:13])[CH2:11][O:10][CH2:15]2)[CH:7]=[CH:6][CH:5]=[CH:4][CH:3]=1 |^1:8|. Reported procedure: 108 g of benzyl alcohol (1.0 mole) is stirred under a nitrogen atmosphere at room temperature and 0.4 g of sodium is added to the mixture and stirring continued for 2-1/2 hours. Then 13.1 g of 2,2'-(oxybismethylene)bisoxirane (0.1 mole) is added and the mixture then heated to reflux for 18 hours. The mixture is then cooled to room temperature and with stirring is poured into 350 ml of water. The aqueous mixture is extracted with 2×200 ml portions of chloroform, the CHCl3 extracts are combined an... Starting materials: FC(OC1=CC=C(C=C1)B(O)O)(F)F (4-trifluoromethoxyphenylboronic acid), [F-].[Cs+] (caesium fluoride), 2-dicyclohexylphosphine 2-(N,N-dimethylamino)biphenyl, ClC1=CC=C2C(=NN(C2=C1)COCC[Si](C)(C)C)NC(CCC)=O (N-[6-chloro-1-[[2-(trimethylsilyl)ethoxy]methyl]-1H-indazol-3-yl]butanamide). Reagents/catalysts: C(C)(=O)[O-].[Pd+2].C(C)(=O)[O-] (palladium acetate). Solvent: O1CCOCC1 (dioxane), C(C)(=O)OCC (ethyl acetate). Conditions: temperature 102 celsius. Product: FC(OC1=CC=C(C=C1)C1=CC=C2C(=NN(C2=C1)COCC[Si](C)(C)C)NC(CCC)=O)(F)F (N-[6-[4-(trifluoromethoxy)phenyl]-1-[[2-(trimethylsilyl)ethoxy]methyl]-1H-indazol-3-yl]butanamide). Isolated yield 74.5%. As a reaction SMILES: [F:1][C:2]([F:14])([F:13])[O:3][C:4]1[CH:9]=[CH:8][C:7](B(O)O)=[CH:6][CH:5]=1.[F-].[Cs+].Cl[C:18]1[CH:26]=[C:25]2[C:21]([C:22]([NH:35][C:36](=[O:40])[CH2:37][CH2:38][CH3:39])=[N:23][N:24]2[CH2:27][O:28][CH2:29][CH2:30][Si:31]([CH3:34])([CH3:33])[CH3:32])=[CH:20][CH:19]=1>O1CCOCC1.C(OCC)(=O)C.C([O-])(=O)C.[Pd+2].C([O-])(=O)C>[F:1][C:2]([F:14])([F:13])[O:3][C:4]1[CH:9]=[CH:8][C:7]([C:18]2[CH:26]=[C:25]3[C:21]([C:22]([NH:35][C:36](=[O:40])[CH2:37][CH2:38][CH3:39])=[N:23][N:24]3[CH2:27][O:28][CH2:29][CH2:30][Si:31]([CH3:34])([CH3:32])[CH3:33])=[CH:20][CH:19]=2)=[CH:6][CH:5]=1 |f:1.2,6.7.8|. Procedure: 840 mg of 4-trifluoromethoxyphenylboronic acid, 1.24 g of caesium fluoride, 13.5 mg of palladium acetate and finally 31 mg of 2-dicyclohexylphosphine-2-(N,N-dimethylamino)biphenyl are added to 1 g of N-[6-chloro-1-[[2-(trimethylsilyl)ethoxy]methyl]-1H-indazol-3-yl]butanamide, described previously in Example 25, in 30 cm3 of dioxane. The reaction medium is then heated at about 102° C. for 20 hours and allowed to return to room temperature, and is diluted with 75 cm3 of ethyl acetate, filtered thr... Reactants: O=[N+]([O-])c1ccc(Sc2cccc(Br)c2)c(CBr)c1, [C-]#N, CCO. Product: N#CCc1cc([N+](=O)[O-])ccc1Sc1cccc(Br)c1. Reaction SMILES: [Br:1][c:2]1[cH:3][c:4]([S:8][c:9]2[c:10]([CH2:11][Br:12])[cH:13][c:14]([N+:17](=[O:18])[O-:19])[cH:15][cH:16]2)[cH:5][cH:6][cH:7]1.[C-:20]#[N:21].[CH3:22][CH2:23][OH:24]>>[Br:1][c:2]1[cH:3][c:4]([S:8][c:9]2[c:10]([CH2:11][C:20]#[N:21])[cH:13][c:14]([N+:17](=[O:18])[O-:19])[cH:15][cH:16]2)[cH:5][cH:6][cH:7]1. The reactants are C12C(C(CC(C1(C)C)C2)C(=O)Cl)C ((+)-pinane-3-carboxylic acid chloride), CO (methanol). The solvent is N1=CC=CC=C1 (pyridine). Product: COC(=O)C1C(C2C(C(C1)C2)(C)C)C ((+)-pinane-3-carboxylic acid methyl ester). As a reaction SMILES: [CH:1]12[CH2:9][CH:5]([C:6]1([CH3:8])[CH3:7])[CH2:4][CH:3]([C:10](Cl)=[O:11])[CH:2]2[CH3:13].[CH3:14][OH:15]>N1C=CC=CC=1>[CH3:14][O:15][C:10]([CH:3]1[CH2:4][CH:5]2[CH2:9][CH:1]([C:6]2([CH3:8])[CH3:7])[CH:2]1[CH3:13])=[O:11]. Procedure: 4 g of (+)-pinane-3-carboxylic acid chloride are mixed with methanol and the solution is boiled under reflux in the presence of pyridine, then concentrated to a small volume, mixed with water and extracted with ether. Fractional distillation of the dried ether solution gives (+)-pinane-3-carboxylic acid methyl ester boiling at from 55 to 56° C/0.2 mm Hg and having an optical rotation of [α]D24 = +18.9° (pure). The reactants are [N+](=O)([O-])C=1C=C(C=CC1)B(O)O (3-nitrobenzeneboronic acid), BrC1=CC(=C(N)C=C1)Cl (4-bromo-2-chloroaniline). Reagents/catalysts: C=1C=CC(=CC1)[P](C=2C=CC=CC2)(C=3C=CC=CC3)[Pd]([P](C=4C=CC=CC4)(C=5C=CC=CC5)C=6C=CC=CC6)([P](C=7C=CC=CC7)(C=8C=CC=CC8)C=9C=CC=CC9)[P](C=1C=CC=CC1)(C=1C=CC=CC1)C=1C=CC=CC1 ((PPh3)4Pd). Yields the product ClC=1C=C(C=CC1N)C1=CC(=CC=C1)[N+](=O)[O-] (3-Chloro-4-amino-3′-nitrobiphenyl). RXN SMILES: [N+:1]([C:4]1[CH:5]=[C:6](B(O)O)[CH:7]=[CH:8][CH:9]=1)([O-:3])=[O:2].Br[C:14]1[CH:20]=[CH:19][C:17]([NH2:18])=[C:16]([Cl:21])[CH:15]=1>C1C=CC([P]([Pd]([P](C2C=CC=CC=2)(C2C=CC=CC=2)C2C=CC=CC=2)([P](C2C=CC=CC=2)(C2C=CC=CC=2)C2C=CC=CC=2)[P](C2C=CC=CC=2)(C2C=CC=CC=2)C2C=CC=CC=2)(C2C=CC=CC=2)C2C=CC=CC=2)=CC=1>[Cl:21][C:16]1[CH:15]=[C:14]([C:6]2[CH:7]=[CH:8][CH:9]=[C:4]([N+:1]([O-:3])=[O:2])[CH:5]=2)[CH:20]=[CH:19][C:17]=1[NH2:18] |^1:25,27,46,65|. Procedure details: This compound was prepared by General Method 14 (EXAMPLE 191) from 3-nitrobenzeneboronic acid (0.25 g, 1.5 mmol), 4-bromo-2-chloroaniline (0.21 g, 1.0 mmol), and (PPh3)4Pd (35 mg, 0.030 mmol) to afford a crude material which was used directly in the next step. The reactants are NC1=CC(N(C(N1CC1CCC1)=O)CC1CCC1)=O (6-Amino-1,3-bis(cyclobutylmethyl)uracil), NC1=C(C(N(C(N1CC1CCCC1)=O)CC1CCCC1)=O)N=O (6-amino-1,3-bis(cyclopentylmethyl)-5-nitrosouracil). Yields the product NC1=C(C(N(C(N1CC1CCC1)=O)CC1CCC1)=O)N=O (6-Amino-1,3-bis(cyclobutylmethyl)-5-nitrosouracil). RXN SMILES: NC1N(CC2CCC2)C(=O)N(CC2CCC2)C(=O)C=1.[NH2:20][C:21]1[N:26]([CH2:27][CH:28]2C[CH2:31][CH2:30][CH2:29]2)[C:25](=[O:33])[N:24]([CH2:34][CH:35]2[CH2:39][CH2:38][CH2:37]C2)[C:23](=[O:40])[C:22]=1[N:41]=[O:42]>>[NH2:20][C:21]1[N:26]([CH2:27][CH:28]2[CH2:31][CH2:30][CH2:29]2)[C:25](=[O:33])[N:24]([CH2:34][CH:35]2[CH2:39][CH2:38][CH2:37]2)[C:23](=[O:40])[C:22]=1[N:41]=[O:42]. Reported procedure: In the manner of step (c) of Example 1, 6-amino-1,3-bis(cyclobutylmethyl)uracil (from step (b), 5.75 g, 21.8 mmol) was converted to 6-amino-1,3-bis(cyclopentylmethyl)-5-nitrosouracil, isolated as purple flakes (5.60 g, 88%), m.p. 251°-252° C.; 1H-NMR (DMSO-d6) consistent with structure. Reactants: ClCOCC[Si](C)(C)C ((2-(chloromethoxy)ethyl)trimethylsilane), BrC1=NC=C(C=C1O)Cl (2-bromo-5-chloropyridin-3-ol), solution, C[Si](C)(C)[N-][Si](C)(C)C.[Na+] (NaHMDS). Solvent: CN(C)C=O (DMF), C1CCOC1 (THF). Conditions: time 30 minute. The product is BrC1=NC=C(C=C1OCOCC[Si](C)(C)C)Cl (2-bromo-5-chloro-3-((2-(trimethylsilyl)ethoxy)methoxy)pyridine). The yield is 92.3%. RXN SMILES: [Br:1][C:2]1[C:7]([OH:8])=[CH:6][C:5]([Cl:9])=[CH:4][N:3]=1.C[Si]([N-][Si](C)(C)C)(C)C.[Na+].Cl[CH2:21][O:22][CH2:23][CH2:24][Si:25]([CH3:28])([CH3:27])[CH3:26]>CN(C=O)C.C1COCC1>[Br:1][C:2]1[C:7]([O:8][CH2:21][O:22][CH2:23][CH2:24][Si:25]([CH3:28])([CH3:27])[CH3:26])=[CH:6][C:5]([Cl:9])=[CH:4][N:3]=1 |f:1.2|. Reported procedure: Into a solution of 2-bromo-5-chloropyridin-3-ol (2.6 g) in DMF (50 mL) was added a 1 M solution of NaHMDS in THF (15 mL), after 30 min., (2-(chloromethoxy)ethyl)trimethylsilane (2.496 g) was added. After stifling for 2 hours at rt., The reaction mixture was extracted with ethyl acetate and washed with brine. After drying and removing the solvent, the residue was purified by silica gel chromatography to provide 3.9 g of 2-bromo-5-chloro-3-((2-(trimethylsilyl)ethoxy)methoxy)pyridine. LCMS [M+H]+: ...